Dataset: the Open Reaction Database (ORD), a public repository of structured organic reaction records. Task: describe an organic reaction: reactants, conditions, products, and yield Product: CN1C(N(C(C=2C1=C1N(NCC=C1C=1SC=C(N1)C)C2C2=CC=CC=C2)=O)C)=O (1,3-Dimethyl-10-(4-methylthiazol-2-yl)-5-phenyl-7,8-dihydropyrimido[4′,5′:3,4]pyrrolo[1,2-b]pyridazine-2,4(1H,3H)-dione). The solvent is C1CCOC1 (THF), CCOC(=O)C (EtOAc). Reactants: CN1C2=C3C(=CCNN3C(=C2C(N(C1=O)C)=O)C1=CC=CC=C1)OS(=O)(=O)C(F)(F)F (Trifluoro-methanesulfonic acid 5,7-dimethyl-6,8-dioxo-9-phenyl-1,2,5,6,7,8-hexahydro-1,5,7,9a-tetraaza-fluoren-4-yl ester), CC=1N=C(SC1)[Sn](CCCC)(CCCC)CCCC (4-Methyl-2-tributylstannanyl-thiazole), [Li+].[Cl-] (LiCl), CC=1N=C(SC1)[Sn](CCCC)(CCCC)CCCC (4-Methyl-2-tributylstannanyl-thiazole). As a reaction SMILES: [CH3:1][N:2]1[C:14](=[O:15])[N:13]([CH3:16])[C:12](=[O:17])[C:11]2[C:3]1=[C:4]1[N:9]([C:10]=2[C:18]2[CH:23]=[CH:22][CH:21]=[CH:20][CH:19]=2)[NH:8][CH2:7][CH:6]=[C:5]1OS(C(F)(F)F)(=O)=O.[Li+].[Cl-].[CH3:34][C:35]1[N:36]=[C:37]([Sn](CCCC)(CCCC)CCCC)[S:38][CH:39]=1>C1COCC1.CCOC(C)=O.[Cu](I)I.C1C=CC(P(C2C=CC=CC=2)[C-]2C=CC=C2)=CC=1.C1C=CC(P(C2C=CC=CC=2)[C-]2C=CC=C2)=CC=1.Cl[Pd]Cl.[Fe+2]>[CH3:1][N:2]1[C:3]2=[C:4]3[C:5]([C:37]4[S:38][CH:39]=[C:35]([CH3:34])[N:36]=4)=[CH:6][CH2:7][NH:8][N:9]3[C:10]([C:18]3[CH:19]=[CH:20][CH:21]=[CH:22][CH:23]=3)=[C:11]2[C:12](=[O:17])[N:13]([CH3:16])[C:14]1=[O:15] |f:1.2,7.8.9.10|. Procedure: Trifluoro-methanesulfonic acid 5,7-dimethyl-6,8-dioxo-9-phenyl-1,2,5,6,7,8-hexahydro-1,5,7,9a-tetraaza-fluoren-4-yl ester (step 5) (280 mg, 0.614 mmol), LiCl (2.60 mg, 0.061 mmol), copper iodide (11.68 mg, 0.061 mmol) and 4-methyl-2-tributylstannanyl-thiazole (Intermediate J) (4.45 g, 11.46 mmol) were combined in THF (15 ml) and PdCl2(dppf) (44.9 mg, 0.061 mmol) was added. The mixture was heated at reflux for 1 hour. The reaction mixture was cooled to RT and diluted with EtOAc. The mixture was w... Reagents/catalysts: C1=CC=C(C=C1)P([C-]2C=CC=C2)C3=CC=CC=C3.C1=CC=C(C=C1)P([C-]2C=CC=C2)C3=CC=CC=C3.Cl[Pd]Cl.[Fe+2] (PdCl2(dppf)), [Cu](I)I (copper iodide). Starting materials: ClC1=C(C=CC(=C1)Cl)C(CC1=CC=C(C=C1)C)=O (1-(2,4-Dichlorophenyl)-2-(4-methylphenyl)ethanone), COC(N(C)C)OC (N,N-dimethylformamide dimethyl acetal). The solvent is CN(C)C=O (DMF). Run at temperature 75 celsius, time 16 hour. Product: ClC1=C(C=CC(=C1)Cl)C(C(=CN(C)C)C1=CC=C(C=C1)C)=O (1-(2,4-Dichlorophenyl)-3-(dimethylamino)-2-(4-methylphenyl)prop-2-en-1-one). RXN SMILES: [Cl:1][C:2]1[CH:7]=[C:6]([Cl:8])[CH:5]=[CH:4][C:3]=1[C:9](=[O:18])[CH2:10][C:11]1[CH:16]=[CH:15][C:14]([CH3:17])=[CH:13][CH:12]=1.CO[CH:21](OC)[N:22]([CH3:24])[CH3:23]>CN(C=O)C>[Cl:1][C:2]1[CH:7]=[C:6]([Cl:8])[CH:5]=[CH:4][C:3]=1[C:9](=[O:18])[C:10]([C:11]1[CH:12]=[CH:13][C:14]([CH3:17])=[CH:15][CH:16]=1)=[CH:21][N:22]([CH3:24])[CH3:23]. Procedure: To a solution of the ketone product from Step A (11.79 g; 42.4 mmol) in DMF (150 mL) in an oven-dried round bottom flask was added N,N-dimethylformamide dimethyl acetal (22.5 mL; 169 mmol) under a nitrogen atmosphere. The reaction was stirred at 75° C. for 16 hours. Most of the volatiles were removed in vacuo to afford the crude product as a oil which was used in the next step without further purification. Starting materials: FC(CC(=O)Cl)=C(F)F (3,4,4-trifluoro-3-butenoyl chloride), C(CCCCCCC)S (1-octanethiol). Reaction conditions: temperature 70 celsius. Product: FC(CC(SCCCCCCCC)=O)=C(F)F (3,4,4-trifluoro-3-butenethioic acid, S-octyl ester). The yield is 91.3%. RXN SMILES: [F:1][C:2](=[C:7]([F:9])[F:8])[CH2:3][C:4](Cl)=[O:5].[CH2:10]([SH:18])[CH2:11][CH2:12][CH2:13][CH2:14][CH2:15][CH2:16][CH3:17]>>[F:1][C:2](=[C:7]([F:9])[F:8])[CH2:3][C:4](=[O:5])[S:18][CH2:10][CH2:11][CH2:12][CH2:13][CH2:14][CH2:15][CH2:16][CH3:17]. Reported procedure: A mixture of 3,4,4-trifluoro-3-butenoyl chloride (1.7 g, 0.0107 mole) and 1-octanethiol (0.72 g, 0.0049 mole) is heated at 70° C. for 12 h. The crude product is purified by passing through a short column of silica gel to give 1.2 g of the desired product as a pale yellow oil, a 91% yield. The reactants are C(C)(C)(C)OC(NC1=C(C=C(C(=C1)C=C)C(F)(F)F)NC(CC(=O)C1=CC(=CC=C1)C1=CC(=NC(=C1)C)C)=O)=O ((2-{3-[3-(2,6-dimethyl-pyridin-4-yl)-phenyl]-3-oxo-propionylamino}-4-trifluoromethyl-5-vinyl-phenyl)-carbamic acid tert-butyl ester), C(=O)(C(F)(F)F)O (TFA). Solvent: C(Cl)Cl (CH2Cl2). Product: CC1=NC(=CC(=C1)C=1C=C(C=CC1)C1=NC2=C(NC(C1)=O)C=C(C(=C2)C=C)C(F)(F)F)C (4-[3-(2,6-Dimethyl-pyridin-4-yl)-phenyl]-8-trifluoromethyl-7-vinyl-1,3-dihydro-benzo[b][1,4]diazepin-2-one), solid. Yield: 76.0%. RXN SMILES: C(OC(=O)[NH:7][C:8]1[CH:13]=[C:12]([CH:14]=[CH2:15])[C:11]([C:16]([F:19])([F:18])[F:17])=[CH:10][C:9]=1[NH:20][C:21](=[O:39])[CH2:22][C:23]([C:25]1[CH:30]=[CH:29][CH:28]=[C:27]([C:31]2[CH:36]=[C:35]([CH3:37])[N:34]=[C:33]([CH3:38])[CH:32]=2)[CH:26]=1)=O)(C)(C)C.C(O)(C(F)(F)F)=O>C(Cl)Cl>[CH3:37][C:35]1[CH:36]=[C:31]([C:27]2[CH:26]=[C:25]([C:23]3[CH2:22][C:21](=[O:39])[NH:20][C:9]4[CH:10]=[C:11]([C:16]([F:18])([F:19])[F:17])[C:12]([CH:14]=[CH2:15])=[CH:13][C:8]=4[N:7]=3)[CH:30]=[CH:29][CH:28]=2)[CH:32]=[C:33]([CH3:38])[N:34]=1. Reported procedure: The title compound was prepared from (2-{3-[3-(2,6-dimethyl-pyridin-4-yl)-phenyl]-3-oxo-propionylamino}-4-trifluoromethyl-5-vinyl-phenyl)-carbamic acid tert-butyl ester (Example M221) (175 mg, 0.316 mmol) by treatment with TFA in CH2Cl2 according to the general procedure N. Obtained as a light yellow solid (104 mg, 76%). The reactants are C(C(C)C)N1C2=NC(=NC(=C2N=C1N1CCNCC1)N1CCOCC1)C=1C=NC(=NC1)N (5-(9-Isobutyl-6-morpholin-4-yl-8-piperazin-1-yl-9H-purin-2-yl)pyrimidin-2-amine), Cl.C(C)N=C=NCCCN(C)C (1-ethyl-3-(3-dimethylaminopropyl)-carbodiimide hydrochloride), ON1N=NC2=C1C=CC=C2 (1-hydroxybenzotriazole), O[C@@H](CC(=O)O)C ((R)-3-hydroxybutyric acid). The solvent is CN(C=O)C (dimethylformamide). Conditions: time 16 hour. Yields the product NC1=NC=C(C=N1)C1=NC(=C2N=C(N(C2=N1)CC(C)C)N1CCN(CC1)C(C[C@@H](C)O)=O)N1CCOCC1 ((2R)-4-{4-[2-(2-Aminopyrimidin-5-yl)-9-isobutyl-6-morpholin-4-yl-9H-purin-8-yl]piperazin-1-yl}-4-oxobutan-2-ol). Yield: 35.8%. As a reaction SMILES: [CH2:1]([N:5]1[C:13]([N:14]2[CH2:19][CH2:18][NH:17][CH2:16][CH2:15]2)=[N:12][C:11]2[C:6]1=[N:7][C:8]([C:26]1[CH:27]=[N:28][C:29]([NH2:32])=[N:30][CH:31]=1)=[N:9][C:10]=2[N:20]1[CH2:25][CH2:24][O:23][CH2:22][CH2:21]1)[CH:2]([CH3:4])[CH3:3].Cl.C(N=C=NCCCN(C)C)C.ON1C2C=CC=CC=2N=N1.[OH:55][C@H:56]([CH3:61])[CH2:57][C:58](O)=[O:59]>CN(C)C=O>[NH2:32][C:29]1[N:30]=[CH:31][C:26]([C:8]2[N:7]=[C:6]3[C:11]([N:12]=[C:13]([N:14]4[CH2:19][CH2:18][N:17]([C:58](=[O:59])[CH2:57][C@H:56]([OH:55])[CH3:61])[CH2:16][CH2:15]4)[N:5]3[CH2:1][CH:2]([CH3:4])[CH3:3])=[C:10]([N:20]3[CH2:25][CH2:24][O:23][CH2:22][CH2:21]3)[N:9]=2)=[CH:27][N:28]=1 |f:1.2|. Reported procedure: 5-(9-Isobutyl-6-morpholin-4-yl-8-piperazin-1-yl-9H-purin-2-yl)pyrimidin-2-amine (150 mg, 0.33 mmol), 1-ethyl-3-(3-dimethylaminopropyl)-carbodiimide hydrochloride (128 mg, 0.67 mmol), 1-hydroxybenzotriazole (45 mg, 0.33 mmol), and (R)-3-hydroxybutyric acid (70 mg, 0.67 mmol) were dissolved in dimethylformamide (5 ml) and the resulting mixture was stirred for 16 hours. The solvent was evaporated under reduced pressure and then the residue was purified by preparative HPLC (column, NOMURA Develosil ... Starting materials: [NH4+].[Cl-] (NH4Cl), [N+](=O)([O-])C=1C=CC(=NC1)OC1=C(C=C(C#N)C=C1)C(F)(F)F (4-[(5-nitro-2-pyridinyl)oxy]-3-(trifluoromethyl)benzonitrile), O (water). Reagents/catalysts: [Fe] (iron). Run in C1CCOC1 (THF). Reaction conditions: time 8 hour. Product: NC=1C=CC(=NC1)OC1=C(C=C(C#N)C=C1)C(F)(F)F (4-[(5-amino-2-pyridinyl)oxy]-3-(trifluoromethyl)benzonitrile). Yield: 96.1%. Reaction SMILES: [N+:1]([C:4]1[CH:5]=[CH:6][C:7]([O:10][C:11]2[CH:18]=[CH:17][C:14]([C:15]#[N:16])=[CH:13][C:12]=2[C:19]([F:22])([F:21])[F:20])=[N:8][CH:9]=1)([O-])=O.O.[NH4+].[Cl-]>C1COCC1.[Fe]>[NH2:1][C:4]1[CH:5]=[CH:6][C:7]([O:10][C:11]2[CH:18]=[CH:17][C:14]([C:15]#[N:16])=[CH:13][C:12]=2[C:19]([F:22])([F:20])[F:21])=[N:8][CH:9]=1 |f:2.3|. Procedure: To a solution of 4-[(5-nitro-2-pyridinyl)oxy]-3-(trifluoromethyl)benzonitrile (Reference Intermediate R13, 83 mg) in THF (3 mL)/water (1.5 mL) was added at room temperature, iron (75 mg, 1.34 mmol) and NH4Cl (72 mg, 1.34 mmol) and the resulting reaction mixture was stirred overnight. The mixture was filtered through a small pad of celite washing with EtOAc and water. To the filtered mixture was added an aqueous NaHCO3 saturated solution and the two phases were separated. The aqueous phase was ex... Reactants: Cl, NC(=O)c1cccnc1N, [Na+], [OH-], O, OO. Product: NC(=O)c1cc(Cl)cnc1N. Reaction SMILES: [ClH:15].[NH2:1][c:2]1[c:3]([C:4](=[O:5])[NH2:6])[cH:7][cH:8][cH:9][n:10]1.[Na+:14].[OH-:13].[OH2:16].[OH:11][OH:12]>>[NH2:1][c:2]1[c:3]([C:4](=[O:5])[NH2:6])[cH:7][c:8]([Cl:15])[cH:9][n:10]1.